Dataset: the Open Reaction Database (ORD), a public repository of structured organic reaction records. Task: describe an organic reaction: reactants, conditions, products, and yield Starting materials: CCSc1nc(-c2cn(C)nc2-c2ccccc2F)ccc1[N+](=O)[O-], CCOC(C)=O. Product: CCSc1nc(-c2cn(C)nc2-c2ccccc2F)ccc1N. As a reaction SMILES: [CH2:1]([CH3:2])[S:3][c:4]1[n:5][c:6](-[c:13]2[c:14](-[c:19]3[c:20]([F:25])[cH:21][cH:22][cH:23][cH:24]3)[n:15][n:16]([CH3:18])[cH:17]2)[cH:7][cH:8][c:9]1[N+:10]([O-:11])=[O:12].[CH3:26][CH2:27][O:28][C:29]([CH3:30])=[O:31]>>[CH2:1]([CH3:2])[S:3][c:4]1[n:5][c:6](-[c:13]2[c:14](-[c:19]3[c:20]([F:25])[cH:21][cH:22][cH:23][cH:24]3)[n:15][n:16]([CH3:18])[cH:17]2)[cH:7][cH:8][c:9]1[NH2:10]. Reactants: CC1=C(C=NC=C1)N1C(NCC1)=O (1-(4-methyl-pyridin-3-yl)-imidazolidin-2-one), BrC=1C=C2CCCC2=CC1 (5-bromo-indan), N[C@H]1[C@@H](CCCC1)N (trans-1,2-diamino cyclohexane), P(=O)([O-])([O-])[O-].[K+].[K+].[K+] (potassium phosphate). The reagents and catalysts are [Cu](I)I (copper iodide). Solvent: O1CCOCC1 (1,4-dioxane). The product is C1CCC2=CC(=CC=C12)N1C(N(CC1)C=1C=NC=CC1C)=O (1-Indan-5-yl-3-(4-methyl-pyridin-3-yl)-imidazolidin-2-one). The yield is 18.1%. Reaction SMILES: [CH3:1][C:2]1[CH:7]=[CH:6][N:5]=[CH:4][C:3]=1[N:8]1[CH2:12][CH2:11][NH:10][C:9]1=[O:13].Br[C:15]1[CH:16]=[C:17]2[C:21](=[CH:22][CH:23]=1)[CH2:20][CH2:19][CH2:18]2.N[C@@H]1CCCC[C@H]1N.P([O-])([O-])([O-])=O.[K+].[K+].[K+]>[Cu](I)I.O1CCOCC1>[CH2:20]1[C:21]2[C:17](=[CH:16][C:15]([N:10]3[CH2:11][CH2:12][N:8]([C:3]4[CH:4]=[N:5][CH:6]=[CH:7][C:2]=4[CH3:1])[C:9]3=[O:13])=[CH:23][CH:22]=2)[CH2:18][CH2:19]1 |f:3.4.5.6|. Procedure: Using the same reaction conditions as in Example 14, 1-(4-methyl-pyridin-3-yl)-imidazolidin-2-one (I-14b: 150 mg, 0.847 mmol) was reacted with 5-bromo-indan (248 mg, 1.0163 mmol), 1,4-dioxane (10 mL), copper iodide (0.0161 g, 0.0842 mmol), trans-1,2-diamino cyclohexane (0.028 g, 0.245 mmol) and potassium phosphate (538 mg, 2.537 mmol) to afford the crude product. Purification by column chromatography on silica gel (1% MeOH in CHCl3) afforded 45 mg of the product (20% yield). Starting materials: C(C)OC(C[C@H](NC(CCCCC1=NC=2NCCCC2C=C1)=O)C=1C=NC=CC1)=O (3(S)-(Pyridin-3-yl)-3-(5-(5,6,7,8-tetrahydro-[1,8]naphthyridin-2-yl)-pentanoylamino)propionic acid ethyl ester), [OH-].[Na+] (NaOH). Run in CCO (EtOH). Run at time 2 hour. The product is N1=CC(=CC=C1)[C@H](CC(=O)O)NC(CCCCC1=NC=2NCCCC2C=C1)=O (3(S )-(Pyridin-3-yl)-3-(5-(5,6,7,8-tetrahydro-[1,8]naphthyridin-2-yl)-pentanoylamino)propionic acid). As a reaction SMILES: C([O:3][C:4](=[O:30])[CH2:5][C@@H:6]([C:24]1[CH:25]=[N:26][CH:27]=[CH:28][CH:29]=1)[NH:7][C:8](=[O:23])[CH2:9][CH2:10][CH2:11][CH2:12][C:13]1[CH:22]=[CH:21][C:20]2[CH2:19][CH2:18][CH2:17][NH:16][C:15]=2[N:14]=1)C.[OH-].[Na+]>CCO>[N:26]1[CH:27]=[CH:28][CH:29]=[C:24]([C@@H:6]([NH:7][C:8](=[O:23])[CH2:9][CH2:10][CH2:11][CH2:12][C:13]2[CH:22]=[CH:21][C:20]3[CH2:19][CH2:18][CH2:17][NH:16][C:15]=3[N:14]=2)[CH2:5][C:4]([OH:30])=[O:3])[CH:25]=1 |f:1.2|. Procedure: To a solution of 1-8 (0.1847 mmol) in EtOH (2 mL) was added 1N NaOH (0.250 ml, 0.250 mmol). After stirring for 2 h, the solvents were evaporated and the residue was chromatographed (silica gel, 15:10:1:1 ethyl acetate/EtOH/water/NH4OH) to give 1-9 as a white solid. Starting materials: O1C(=CC=C1)C1=NOC(=C1C)C(=O)OCC (Ethyl 3-(furan-2-yl)-4-methylisoxazole-5-carboxylate), C1CC(=O)N(C1=O)Br (NBS), C(C1=CC=CC=C1)(=O)OOC(C1=CC=CC=C1)=O (benzoyl peroxide). The solvent is C(Cl)(Cl)(Cl)Cl (carbon tetrachloride). Product: BrC1=CC=C(O1)C1=NOC(=C1C)C(=O)OCC (Ethyl 3-(5-bromofuran-2-yl)-4-methylisoxazole-5-carboxylate). The yield is 21.6%. Reaction SMILES: [O:1]1[CH:5]=[CH:4][CH:3]=[C:2]1[C:6]1[C:10]([CH3:11])=[C:9]([C:12]([O:14][CH2:15][CH3:16])=[O:13])[O:8][N:7]=1.C1C(=O)N([Br:24])C(=O)C1.C(OOC(=O)C1C=CC=CC=1)(=O)C1C=CC=CC=1>C(Cl)(Cl)(Cl)Cl>[Br:24][C:5]1[O:1][C:2]([C:6]2[C:10]([CH3:11])=[C:9]([C:12]([O:14][CH2:15][CH3:16])=[O:13])[O:8][N:7]=2)=[CH:3][CH:4]=1. Procedure: Ethyl 3-(furan-2-yl)-4-methylisoxazole-5-carboxylate (5.8 g, 26.2 mmol), NBS (5.6 g, 31.5 mmol), and benzoyl peroxide (0.64 g, 2.62 mmol) were added to 150 mL of carbon tetrachloride and the mixture was refluxed for 16 h. Reaction mixture was filtered and concentrated. The residue was purified by flash chromatography (0-30% EtOAc/hexanes) to give 1.7 g of the title compound. MS: (+) m/z 300.31, 322.28 (M+1, 79Br/81Br). Starting materials: C(C)OC(CCC(=O)C=1C=C2C3=CC(=C4C(=C3N(C2=CC1)CC(CCCC)CC)C=CC=C4)C(C4=CC=C(C=C4)F)=O)=O (4-(11-(2-ethylhexyl)-5-(4-fluoro-benzoyl)-11H-benzo[a]carbazol-8-yl]-4-oxo-butyric acid ethyl ester), C(=O)([O-])[O-].[K+].[K+] (K2CO3), C1=CC=CC=2C3=CC=CC=C3NC12 (carbazole), O (water). The solvent is CS(=O)C (dimethylsulfoxide). Conditions: temperature 150 celsius, time 8 hour. Product: C(C)OC(CCC(=O)C=1C=C2C3=CC(=C4C(=C3N(C2=CC1)CC(CCCC)CC)C=CC=C4)C(C4=CC=C(C=C4)N4C1=CC=CC=C1C=1C=CC=CC41)=O)=O (4-[5-(4-Carbazol-9-yl-benzoyl)-11-(2-ethylhexyl)-11H-benzo[a]carbazol-8-yl]-4-oxo-butyric acid ethyl ester). Reaction SMILES: [CH2:1]([O:3][C:4](=[O:43])[CH2:5][CH2:6][C:7]([C:9]1[CH:10]=[C:11]2[C:19](=[CH:20][CH:21]=1)[N:18]([CH2:22][CH:23]([CH2:28][CH3:29])[CH2:24][CH2:25][CH2:26][CH3:27])[C:17]1[C:12]2=[CH:13][C:14]([C:34](=[O:42])[C:35]2[CH:40]=[CH:39][C:38](F)=[CH:37][CH:36]=2)=[C:15]2[CH:33]=[CH:32][CH:31]=[CH:30][C:16]2=1)=[O:8])[CH3:2].C([O-])([O-])=O.[K+].[K+].[CH:50]1[C:62]2[NH:61][C:60]3[C:55](=[CH:56][CH:57]=[CH:58][CH:59]=3)[C:54]=2[CH:53]=[CH:52][CH:51]=1.O>CS(C)=O>[CH2:1]([O:3][C:4](=[O:43])[CH2:5][CH2:6][C:7]([C:9]1[CH:10]=[C:11]2[C:19](=[CH:20][CH:21]=1)[N:18]([CH2:22][CH:23]([CH2:28][CH3:29])[CH2:24][CH2:25][CH2:26][CH3:27])[C:17]1[C:12]2=[CH:13][C:14]([C:34](=[O:42])[C:35]2[CH:40]=[CH:39][C:38]([N:61]3[C:62]4[CH:50]=[CH:51][CH:52]=[CH:53][C:54]=4[C:55]4[C:60]3=[CH:59][CH:58]=[CH:57][CH:56]=4)=[CH:37][CH:36]=2)=[C:15]2[CH:33]=[CH:32][CH:31]=[CH:30][C:16]2=1)=[O:8])[CH3:2] |f:1.2.3|. Procedure details: To 4-(11-(2-ethylhexyl)-5-(4-fluoro-benzoyl)-11H-benzo[a]carbazol-8-yl]-4-oxo-butyric acid ethyl ester (1.01 g, 1.75 mmol) in dimethylsulfoxide (DMSO) (10 mL) are added K2CO3 (738 mg, 5.33 mmol) and carbazole (297 mg, 1.77 mmol). The reaction mixture is heated to 150° C. and stirred overnight. After cooling to room temperature, the reaction mixture is poured into water, and the crude product is extracted with CH2Cl2. The organic layer is washed with water and brine, dried over MgSO4. After conce... The reactants are C=C(C)OC(C)=O, CCCCCC(CCC1CCCC1=O)OC(C)=O, CC(C)=O, Cc1ccc(S(=O)(=O)O)cc1. Product: CCCCCC(CCC1=C(OC(C)=O)CCC1)OC(C)=O. RXN SMILES: [C:19]([CH3:20])(=[O:21])[O:22][C:23]([CH3:24])=[CH2:25].[C:1]([CH3:2])(=[O:3])[O:4][CH:5]([CH2:6][CH2:7][CH:8]1[C:9](=[O:13])[CH2:10][CH2:11][CH2:12]1)[CH2:14][CH2:15][CH2:16][CH2:17][CH3:18].[CH3:37][C:38](=[O:39])[CH3:40].[c:26]1([CH3:27])[cH:28][cH:29][c:30]([S:31]([OH:32])(=[O:33])=[O:34])[cH:35][cH:36]1>>[C:1]([CH3:2])(=[O:3])[O:4][CH:5]([CH2:6][CH2:7][C:8]1=[C:9]([O:13][C:19]([CH3:20])=[O:21])[CH2:10][CH2:11][CH2:12]1)[CH2:14][CH2:15][CH2:16][CH2:17][CH3:18]. The reactants are ClC1=CC=C(C=C1)N1N=C2CCCCC2=C1C(C(=O)O)C1CCCCC1 ([2-(4-chloro-phenyl)-4,5,6,7-tetrahydro-2H-indazol-3-yl]-cyclohexyl-acetic acid), FC1=C(N)C=CC(=C1)F (2,4-difluoroaniline), acid chloride, S(=O)(Cl)Cl (thionyl chloride). The reagents and catalysts are CN(C)C=1C=CN=CC1 (DMAP). Product: ClC1=CC=C(C=C1)N1N=C2CCCCC2=C1C(C(=O)NC1=C(C=C(C=C1)F)F)C1CCCCC1 ([rac]-2-[2-(4-chloro-phenyl)-4,5,6,7-tetrahydro-2H-indazol-3-yl]-2-cyclohexyl-N-(2,4-difluoro-phenyl)-acetamide). RXN SMILES: [Cl:1][C:2]1[CH:7]=[CH:6][C:5]([N:8]2[C:16]([CH:17]([CH:21]3[CH2:26][CH2:25][CH2:24][CH2:23][CH2:22]3)[C:18](O)=[O:19])=[C:15]3[C:10]([CH2:11][CH2:12][CH2:13][CH2:14]3)=[N:9]2)=[CH:4][CH:3]=1.S(Cl)(Cl)=O.[F:31][C:32]1[CH:38]=[C:37]([F:39])[CH:36]=[CH:35][C:33]=1[NH2:34]>CN(C1C=CN=CC=1)C>[Cl:1][C:2]1[CH:3]=[CH:4][C:5]([N:8]2[C:16]([CH:17]([CH:21]3[CH2:26][CH2:25][CH2:24][CH2:23][CH2:22]3)[C:18]([NH:34][C:33]3[CH:35]=[CH:36][C:37]([F:39])=[CH:38][C:32]=3[F:31])=[O:19])=[C:15]3[C:10]([CH2:11][CH2:12][CH2:13][CH2:14]3)=[N:9]2)=[CH:6][CH:7]=1. Reported procedure: In analogy to the procedure described in example 6, [2-(4-chloro-phenyl)-4,5,6,7-tetrahydro-2H-indazol-3-yl]-cyclohexyl-acetic acid (example 5.1) was converted into the corresponding acid chloride with thionyl chloride which subsequently reacted with 2,4-difluoroaniline (CAS Reg. No. 367-25-9) in the presence of DMAP to give [rac]-2-[2-(4-chloro-phenyl)-4,5,6,7-tetrahydro-2H-indazol-3-yl]-2-cyclohexyl-N-(2,4-difluoro-phenyl)-acetamide as yellow oil. MS: m/e=484.3 [M+H+]. RXN SMILES: [CH3:1][O:2][C:3]1[CH:4]=[C:5]2[C:10](=[CH:11][CH:12]=1)[N:9]=[C:8]([C:13]1[CH:14]=[N:15][CH:16]=[CH:17][CH:18]=1)[N:7]=[C:6]2O.O=P(Cl)(Cl)[Cl:22]>CN(C)C1C=CC=CC=1>[Cl:22][C:6]1[C:5]2[C:10](=[CH:11][CH:12]=[C:3]([O:2][CH3:1])[CH:4]=2)[N:9]=[C:8]([C:13]2[CH:14]=[N:15][CH:16]=[CH:17][CH:18]=2)[N:7]=1. Reactants: COC=1C=C2C(=NC(=NC2=CC1)C=1C=NC=CC1)O (6-methoxy-2-(pyridin-3-yl) quinazolin-4-ol), O=P(Cl)(Cl)Cl (POCl3). The yield is 40.4%. Reported procedure: To a mixture of 6-methoxy-2-(pyridin-3-yl) quinazolin-4-ol (600 mg, 2.37 mmol) in POCl3 (5 mL) was added N,N-dimethyl aniline (1 drop). The resulting mixture was stirred at 120° C. for 30 min. After the reaction was completed, POCl3 was removed in vacuo, and the residue was added to ice-water slowly. The pH was adjusted to ˜7 by slowly adding NaHCO3 (sat.) at 0° C. and then a precipitate formed. The solid was collected and was purified by chromatography on silica gel eluted with petroleum ether/... Yields the product ClC1=NC(=NC2=CC=C(C=C12)OC)C=1C=NC=CC1 (4-chloro-6-methoxy-2-(pyridin-3-yl)quinazoline). Reagents/catalysts: CN(C1=CC=CC=C1)C (N,N-dimethyl aniline). Run at temperature 120 celsius, time 30 minute. Starting materials: C(=O)C1=CC=C(S1)C(=O)OC(C)(C)C (tert-Butyl 5-formylthiophene-2-carboxylate), CC(C)(C)[S@](=O)N ((S)-2-methylpropane-2-sulfinamide). The reagents and catalysts are C(C)O[Ti](OCC)(OCC)OCC (tetraethoxytitanium). Run in ClCCl (dichloromethane), O (H2O), ClCCl (dichloromethane). Product: C(C)(C)(C)[S@](=O)\N=C\C1=CC=C(S1)C(=O)OC(C)(C)C ((S,E)-tert-butyl 5-(((tert-butylsulfinyl)imino)methyl)thiophene-2-carboxylate). Reaction SMILES: [CH:1]([C:3]1[S:7][C:6]([C:8]([O:10][C:11]([CH3:14])([CH3:13])[CH3:12])=[O:9])=[CH:5][CH:4]=1)=O.[CH3:15][C:16]([S@@:19]([NH2:21])=[O:20])([CH3:18])[CH3:17]>ClCCl.O.C(O[Ti](OCC)(OCC)OCC)C>[C:16]([S@@:19](/[N:21]=[CH:1]/[C:3]1[S:7][C:6]([C:8]([O:10][C:11]([CH3:14])([CH3:13])[CH3:12])=[O:9])=[CH:5][CH:4]=1)=[O:20])([CH3:18])([CH3:17])[CH3:15]. Procedure: tert-Butyl 5-formylthiophene-2-carboxylate (2 g, 9.42 mmol) and (S)-2-methylpropane-2-sulfinamide (1.370 g, 11.31 mmol) were dissolved in dichloromethane (100 ml). The mixture was chilled in an ice bath to which was added tetraethoxytitanium (8.7 ml, 41.5 mmol). The mixture was allowed to warm to room temperature overnight with stirring. The mixture was poured into a large Erlenmeyer flask with 200 mL dichloromethane and was diluted with 18 mL H2O. After vigorous stirring for 30 minutes the susp... The solvent is O (water). The reactants are ClC=1C=C(OC2=C(C=C(C=C2)NC(=O)N(C)CC(OC)OC)SCC)C=CC1Cl (N-[4-(3,4-Dichlorophenoxy)-3-(ethylthio)phenyl]-N'-(2,2-dimethoxyethyl)-N'-methylurea), Cl (hydrochloric acid). As a reaction SMILES: [Cl:1][C:2]1[CH:3]=[C:4]([CH:26]=[CH:27][C:28]=1[Cl:29])[O:5][C:6]1[CH:11]=[CH:10][C:9]([NH:12][C:13]([N:15]([CH2:17][CH:18](OC)OC)[CH3:16])=[O:14])=[CH:8][C:7]=1[S:23][CH2:24][CH3:25].Cl>O>[CH3:16][N:15]1[CH:17]=[CH:18][N:12]([C:9]2[CH:10]=[CH:11][C:6]([O:5][C:4]3[CH:26]=[CH:27][C:28]([Cl:29])=[C:2]([Cl:1])[CH:3]=3)=[C:7]([S:23][CH2:24][CH3:25])[CH:8]=2)[C:13]1=[O:14]. Reported procedure: N-[4-(3,4-Dichlorophenoxy)-3-(ethylthio)phenyl]-N'-(2,2-dimethoxyethyl)-N'-methylurea (0.02 mole), water (30 ml) and concentrated hydrochloric acid (3 ml) are charged into a glass reaction vessel fitted with a mechanical stirrer, theremometer and condenser. The mixture is refluxed for a period of about 30 minutes then cooled and extracted with ethyl acetate. The extract is washed with dilute aqueous sodium bicarbonate, with two portions of water and is then dried. The ethyl acetate is removed by... The product is CN1C(N(C=C1)C1=CC(=C(C=C1)OC1=CC(=C(C=C1)Cl)Cl)SCC)=O (1-methyl-3-[4-(3,4-dichlorophenoxy)-3-(ethylthio)phenyl]-4-imidazolin-2-one).